describe an organic reaction: reactants, conditions, products, and yield From a dataset of the Open Reaction Database (ORD), a public repository of structured organic reaction records. Starting materials: BrC1=NC=C(C=C1N(S(=O)(=O)C1=CC(=C(C=C1)Cl)C(F)(F)F)COC)Cl (N-(2-bromo-5-chloro-pyridin-3-yl)-4-chloro-N-methoxymethyl-3-trifluoromethyl-benzenesulfonamide), ClC1=CC=C(C(=O)N(C)OC)C=C1 (4-chloro-N-methoxy-N-methyl-benzamide). Product: ClC1=C(C=C(C=C1)S(=O)(=O)NC=1C(=NC=C(C1)Cl)C(C1=CC=C(C=C1)Cl)=O)C(F)(F)F (4-Chloro-N-[5-chloro-2-(4-chloro-benzoyl)-pyridin-3-yl]-3-trifluoromethyl-benzenesulfonamide). Reaction SMILES: Br[C:2]1[C:7]([N:8](COC)[S:9]([C:12]2[CH:17]=[CH:16][C:15]([Cl:18])=[C:14]([C:19]([F:22])([F:21])[F:20])[CH:13]=2)(=[O:11])=[O:10])=[CH:6][C:5]([Cl:26])=[CH:4][N:3]=1.[Cl:27][C:28]1[CH:39]=[CH:38][C:31]([C:32](N(OC)C)=[O:33])=[CH:30][CH:29]=1>>[Cl:18][C:15]1[CH:16]=[CH:17][C:12]([S:9]([NH:8][C:7]2[C:2]([C:32](=[O:33])[C:31]3[CH:38]=[CH:39][C:28]([Cl:27])=[CH:29][CH:30]=3)=[N:3][CH:4]=[C:5]([Cl:26])[CH:6]=2)(=[O:10])=[O:11])=[CH:13][C:14]=1[C:19]([F:21])([F:22])[F:20]. Procedure: The title compound was prepared by procedure analogous to that described in Example 29 using N-(2-bromo-5-chloro-pyridin-3-yl)-4-chloro-N-methoxymethyl-3-trifluoromethyl-benzenesulfonamide and 4-chloro-N-methoxy-N-methyl-benzamide 1H NMR (400 MHz, CDCl3) δ10.61 (s, 1H), 8.37 (m, 1H), 8.16 (m, 1H), 8.09 (m, 1H), 7.84 (m, 1H), 7.77-7.75 (m, 2H), 7.53 (m, 1H), 7.42-7.40 (m, 2H), 7.23 (m, 1H) MS: (M+H)/z=509.0.